Dataset: the Open Reaction Database (ORD), a public repository of structured organic reaction records. Task: describe an organic reaction: reactants, conditions, products, and yield The reactants are COC(=O)c1cccc(Br)c1CBr, CC(C)C[AlH]CC(C)C, Cc1ccccc1. Yields the product OCc1cccc(Br)c1CBr. As a reaction SMILES: [Br:1][c:2]1[c:3]([CH2:12][Br:13])[c:4]([C:5](=[O:6])[O:7][CH3:8])[cH:9][cH:10][cH:11]1.[CH3:14][CH:15]([CH2:16][AlH:17][CH2:18][CH:19]([CH3:20])[CH3:21])[CH3:22].[CH3:23][c:24]1[cH:25][cH:26][cH:27][cH:28][cH:29]1>>[Br:1][c:2]1[c:3]([CH2:12][Br:13])[c:4]([CH2:5][OH:6])[cH:9][cH:10][cH:11]1. The reactants are Cl.N(N)C1=CC=C(C(=O)OC)C=C1 (Methyl 4-hydrazinylbenzoate hydrochloride), C12C(C3CC(CC(C1)C3)C2)NC(\C(=C/N(C)C)\C(=O)C2CCCC2)=O ((Z)—N-(2-adamantyl)-2-(cyclopentanecarbonyl)-3-dimethylamino-prop-2-enamide). Reagents/catalysts: C(C)(=O)O (acetic acid). Run in C(C)O (ethanol). Reaction conditions: temperature 80 celsius, time 2 hour. The product is C12C(C3CC(CC(C1)C3)C2)NC(=O)C=2C=NN(C2C2CCCC2)C2=CC=C(C(=O)OC)C=C2 (methyl 4-[4-(2-adamantylcarbamoyl)-5-cyclopentyl-pyrazol-1-yl]benzoate). Isolated yield 39.4%. As a reaction SMILES: Cl.[NH:2]([C:4]1[CH:13]=[CH:12][C:7]([C:8]([O:10][CH3:11])=[O:9])=[CH:6][CH:5]=1)[NH2:3].[CH:14]12[CH2:23][CH:18]3[CH2:19][CH:20]([CH2:22][CH:16]([CH2:17]3)[CH:15]1[NH:24][C:25](=[O:38])/[C:26](/[C:31]([CH:33]1[CH2:37][CH2:36][CH2:35][CH2:34]1)=O)=[CH:27]\N(C)C)[CH2:21]2>C(O)C.C(O)(=O)C>[CH:16]12[CH2:17][CH:18]3[CH2:19][CH:20]([CH2:21][CH:14]([CH2:23]3)[CH:15]1[NH:24][C:25]([C:26]1[CH:27]=[N:3][N:2]([C:4]3[CH:5]=[CH:6][C:7]([C:8]([O:10][CH3:11])=[O:9])=[CH:12][CH:13]=3)[C:31]=1[CH:33]1[CH2:34][CH2:35][CH2:36][CH2:37]1)=[O:38])[CH2:22]2 |f:0.1|. Reported procedure: Methyl 4-hydrazinylbenzoate hydrochloride (Intermediate#123) (0.712 g, 3.51 mmol) was added in one portion to (Z)—N-(2-adamantyl)-2-(cyclopentanecarbonyl)-3-dimethylamino-prop-2-enamide (Intermediate#67), 1.21 g, 3.51 mmol) in ethanol (30 mL). 5 drops of acetic acid were added and the resulting solution was stirred at 80° C. for 2 hours and then cooled to ambient giving a precipitate. The reaction mixture was filtered and the product recovered, washed with ethanol (10 mL) and water (10 mL) befor... Reactants: C(CCC)[Li] (n-butyllithium), C(C)(C)NC(C)C (diisopropylamine), ClC1=CC=NC=C1 (4-chloropyridine), [Cl-].[NH4+] (ammonium chloride), C(C)C1=CC=C(C=O)C=C1 (4-ethylbenzaldehyde). Solvent: C1CCOC1 (THF), CCCCCC (n-hexane), C1CCOC1 (THF), C1CCOC1 (THF), C1CCOC1 (THF). Conditions: temperature -78 celsius, time 25 minute. Product: ClC1=C(C=NC=C1)C(O)C1=CC=C(C=C1)CC ((4-chloropyridin-3-yl)-(4-ethylphenyl)methanol). Yield: 71.2%. Reaction SMILES: C([Li])CCC.C(NC(C)C)(C)C.[Cl:13][C:14]1[CH:19]=[CH:18][N:17]=[CH:16][CH:15]=1.[CH2:20]([C:22]1[CH:29]=[CH:28][C:25]([CH:26]=[O:27])=[CH:24][CH:23]=1)[CH3:21].[Cl-].[NH4+]>C1COCC1.CCCCCC>[Cl:13][C:14]1[CH:19]=[CH:18][N:17]=[CH:16][C:15]=1[CH:26]([C:25]1[CH:28]=[CH:29][C:22]([CH2:20][CH3:21])=[CH:23][CH:24]=1)[OH:27] |f:4.5|. Reported procedure: A 1.58 M n-hexane solution of n-butyllithium (30.1 mL, 0.0476 mol) and THF (125 mL) were mixed and a solution of diisopropylamine (6.67 mL, 0.0476 mol) in THF (25 mL) was added dropwise thereto at −20° C., followed by stirring for 25 minutes. After cooling the reaction mixture to −78° C., a solution of 4-chloropyridine (5.4 g, 0.0476 mol) in THF (25 mL) was added dropwise. After 15 minutes, a solution of 4-ethylbenzaldehyde (6.4 g, 0.0477 mol) in THF (25 mL) was added dropwise and stirred for 30... The reactants are R- and S-tofisopam, CC[C@@H]1C=2C=C(C(=CC2C(=NN=C1C)C=3C=CC(=C(C3)OC)OC)OC)OC (R-tofisopam), S-tofisopam. Solvent: CCCCCC.CC(C)O (Hexane IPA). Yields the product CCC1C=2C=C(C(=CC2C(=NN=C1C)C=3C=CC(=C(C3)OC)OC)OC)OC (Tofisopam). As a reaction SMILES: [CH3:1][CH2:2][C@H:3]1[C:13]([CH3:14])=[N:12][N:11]=[C:10]([C:15]2[CH:16]=[CH:17][C:18]([O:23][CH3:24])=[C:19]([O:21][CH3:22])[CH:20]=2)[C:9]2[CH:8]=[C:7]([O:25][CH3:26])[C:6]([O:27][CH3:28])=[CH:5][C:4]1=2>CCCCCC.CC(O)C>[CH3:1][CH2:2][CH:3]1[C:13]([CH3:14])=[N:12][N:11]=[C:10]([C:15]2[CH:16]=[CH:17][C:18]([O:23][CH3:24])=[C:19]([O:21][CH3:22])[CH:20]=2)[C:9]2[CH:8]=[C:7]([O:25][CH3:26])[C:6]([O:27][CH3:28])=[CH:5][C:4]1=2 |f:1.2|. Procedure details: Analytical evaluations of the starting material, and final preparations of R- and S-tofisopam were performed by using Chiral Tech OD GH060 columns (Daicel) (Hexane/IPA 90/10, 25° C., detection at 310 nm). See FIG. 3a and 3b. The final preparation of R-tofisopam was 98%+ pure by analytical chromatography. The final preparation of S-tofisopam was 95%+ pure by analytical chromotography. The reactants are O=C(O)C(O)C(F)(F)F, CC=CCC(=O)NC1CCC(CCN2CCN(c3nccc4c3CCO4)CC2)CC1. The product is O=C(NC1CCC(CCN2CCN(c3nccc4c3CCO4)CC2)CC1)C(O)C(F)(F)F. As a reaction SMILES: [F:31][C:32]([CH:33]([C:34](=[O:35])[OH:36])[OH:37])([F:38])[F:39].[O:1]1[CH2:2][CH2:3][c:4]2[c:5]([N:10]3[CH2:11][CH2:12][N:13]([CH2:16][CH2:17][CH:18]4[CH2:19][CH2:20][CH:21]([NH:24][C:25](=[O:26])[CH2:27][CH:28]=[CH:29][CH3:30])[CH2:22][CH2:23]4)[CH2:14][CH2:15]3)[n:6][cH:7][cH:8][c:9]21>>[O:1]1[CH2:2][CH2:3][c:4]2[c:5]([N:10]3[CH2:11][CH2:12][N:13]([CH2:16][CH2:17][CH:18]4[CH2:19][CH2:20][CH:21]([NH:24][C:34]([CH:33]([C:32]([F:31])([F:38])[F:39])[OH:37])=[O:35])[CH2:22][CH2:23]4)[CH2:14][CH2:15]3)[n:6][cH:7][cH:8][c:9]21.